Dataset: the Open Reaction Database (ORD), a public repository of structured organic reaction records. Task: describe an organic reaction: reactants, conditions, products, and yield Reactants: O=C([O-])O, CCc1c(C(=O)c2cc(C)cc(C)c2)[nH]c(=O)[nH]c1=O, CN(C)C=O, [I-], [Li+], [Na+], Cc1ccccc1S(=O)(=O)OCCC1=CCCC1. The product is CCc1c(C(=O)c2cc(C)cc(C)c2)n(CCC2=CCCC2)c(=O)[nH]c1=O. RXN SMILES: [C:1](=[O:2])([OH:3])[O-:4].[CH2:8]([CH3:9])[c:10]1[c:11](=[O:27])[nH:12][c:13](=[O:26])[nH:14][c:15]1[C:16]([c:17]1[cH:18][c:19]([CH3:24])[cH:20][c:21]([CH3:23])[cH:22]1)=[O:25].[CH3:46][N:47]([CH3:48])[CH:49]=[O:50].[I-:6].[Li+:7].[Na+:5].[c:28]1([CH3:29])[c:30]([S:31]([O:32][CH2:38][CH2:39][C:40]2=[CH:41][CH2:42][CH2:43][CH2:44]2)(=[O:33])=[O:34])[cH:35][cH:36][cH:37][cH:45]1>>[CH2:8]([CH3:9])[c:10]1[c:11](=[O:27])[nH:12][c:13](=[O:26])[n:14]([CH2:38][CH2:39][C:40]2=[CH:41][CH2:42][CH2:43][CH2:44]2)[c:15]1[C:16]([c:17]1[cH:18][c:19]([CH3:24])[cH:20][c:21]([CH3:23])[cH:22]1)=[O:25]. The reactants are COC(=O)C=1NC(C\C(\C1Br)=N/OS(=O)(=O)C)C1=C(C(=C(C=C1)Cl)OC)F (3-bromo-6-(4-chloro-2-fluoro-3-methoxyphenyl)-4-[(E)-methylsulfonyloximino]-1,4,5,6-tetrahydropyridine-2-carboxylic acid methyl ester), C(=O)([O-])[O-].[Na+].[Na+] (Na2CO3). The solvent is C(C)(=O)O (acetic acid), O (H2O). The product is COC(=O)C1=NC(=CC(=C1Br)N)C1=C(C=C(C=C1)Cl)F (4-amino-3-bromo-6-(4-chloro-2-fluorophenyl)pyridine-2-carboxylic acid methyl ester). Yield: 89.9%. Reaction SMILES: [CH3:1][O:2][C:3]([C:5]1[NH:6][CH:7]([C:18]2[CH:23]=[CH:22][C:21]([Cl:24])=[C:20](OC)[C:19]=2[F:27])[CH2:8]/[C:9](=[N:12]\OS(C)(=O)=O)/[C:10]=1[Br:11])=[O:4].C([O-])([O-])=O.[Na+].[Na+]>C(O)(=O)C.O>[CH3:1][O:2][C:3]([C:5]1[C:10]([Br:11])=[C:9]([NH2:12])[CH:8]=[C:7]([C:18]2[CH:23]=[CH:22][C:21]([Cl:24])=[CH:20][C:19]=2[F:27])[N:6]=1)=[O:4] |f:1.2.3|. Reported procedure: A solution of 3-bromo-6-(4-chloro-2-fluoro-3-methoxyphenyl)-4-[(E)-methylsulfonyloximino]-1,4,5,6-tetrahydropyridine-2-carboxylic acid methyl ester (23, 900 mg, 1.856 mmol) in glacial acetic acid (4.6 mL) was heated at 150° C. for 5 min in a Biotage microwave. After cooling to ambient temperature the reaction mixture was diluted with H2O and the pH was made neutral with a saturated solution of Na2CO3. The resulting mixture was extracted 3 times with ethyl acetate. The combined organic extracts w... Starting materials: C1(=CC=CC=C1)OC(NC=1C(=NC(=C(C1)C)C)OC)=O (Phenyl-N-(5,6-dimethyl-2-methoxypyridin-3-yl)carbamate), COC=1C=C(C=C(C1)OC)N1CCNCC1 (1-(3,5-dimethoxyphenyl)piperazine). Yields the product CC=1C=C(C(=NC1C)OC)NC(=O)N1CCN(CC1)C1=CC(=CC(=C1)OC)OC (1-[(5,6-dimethyl-2-methoxypyridin-3-yl)aminocarbonyl]-4-(3,5-dimethoxyphenyl)piperazine). The yield is 88.0%. RXN SMILES: C1(O[C:8](=[O:20])[NH:9][C:10]2[C:11]([O:18][CH3:19])=[N:12][C:13]([CH3:17])=[C:14]([CH3:16])[CH:15]=2)C=CC=CC=1.[CH3:21][O:22][C:23]1[CH:24]=[C:25]([N:31]2[CH2:36][CH2:35][NH:34][CH2:33][CH2:32]2)[CH:26]=[C:27]([O:29][CH3:30])[CH:28]=1>>[CH3:16][C:14]1[CH:15]=[C:10]([NH:9][C:8]([N:34]2[CH2:33][CH2:32][N:31]([C:25]3[CH:24]=[C:23]([O:22][CH3:21])[CH:28]=[C:27]([O:29][CH3:30])[CH:26]=3)[CH2:36][CH2:35]2)=[O:20])[C:11]([O:18][CH3:19])=[N:12][C:13]=1[CH3:17]. Procedure details: Phenyl-N-(5,6-dimethyl-2-methoxypyridin-3-yl)carbamate and 1-(3,5-dimethoxyphenyl)piperazine were reacted by the same way with the example 1 to obtain the titled compound. The reactants are BrC1=CC=CC(=N1)CN1CCOCC1 (4-[(6-bromopyridin-2-yl)methyl]morpholine), NC=1SC(=CC1C(=O)N)C1=C(C=CC=C1)F (2-amino-5-(2-fluorophenyl)thiophene-3-carboxamide). Yields the product FC1=C(C=CC=C1)C1=CC(=C(S1)NC1=NC(=CC=C1)CN1CCOCC1)C(=O)N (5-(2-Fluorophenyl)-2-{[6-(morpholin-4-ylmethyl)pyridin-2-yl]-amino}thiophene-3-carboxamide). RXN SMILES: Br[C:2]1[N:7]=[C:6]([CH2:8][N:9]2[CH2:14][CH2:13][O:12][CH2:11][CH2:10]2)[CH:5]=[CH:4][CH:3]=1.[NH2:15][C:16]1[S:17][C:18]([C:24]2[CH:29]=[CH:28][CH:27]=[CH:26][C:25]=2[F:30])=[CH:19][C:20]=1[C:21]([NH2:23])=[O:22]>>[F:30][C:25]1[CH:26]=[CH:27][CH:28]=[CH:29][C:24]=1[C:18]1[S:17][C:16]([NH:15][C:2]2[CH:3]=[CH:4][CH:5]=[C:6]([CH2:8][N:9]3[CH2:14][CH2:13][O:12][CH2:11][CH2:10]3)[N:7]=2)=[C:20]([C:21]([NH2:23])=[O:22])[CH:19]=1. Procedure details: The title compound was prepared according to the general procedure in Example 1 using 4-[(6-bromopyridin-2-yl)methyl]morpholine (53 mg, 0.206 mmol) and 2-amino-5-(2-fluorophenyl)thiophene-3-carboxamide (49.6 mg, 0.210 mmol) as the starting materials. Starting materials: BrC=1C=C(C(=NC1)O)C (5-bromo-3-methylpyridin-2-ol), C(C)(C)Br (isopropyl bromide). Yields the product BrC=1C=C(C(N(C1)C(C)C)=O)C (5-bromo-3-methyl-1-propan-2-ylpyridin-2-one). As a reaction SMILES: [Br:1][C:2]1[CH:3]=[C:4]([CH3:9])[C:5]([OH:8])=[N:6][CH:7]=1.[CH:10](Br)([CH3:12])[CH3:11]>>[Br:1][C:2]1[CH:3]=[C:4]([CH3:9])[C:5](=[O:8])[N:6]([CH:10]([CH3:12])[CH3:11])[CH:7]=1. Reported procedure: Examples 508-511 as described in Table 22 were prepared in three steps. Using conditions similar to those described in WO2005/40151 (Preparation 6), 5-bromo-3-methylpyridin-2-ol was N-alkylated with isopropyl bromide to give 5-bromo-3-methyl-1-propan-2-ylpyridin-2-one which was then reacted with 4,4,5,5-tetramethyl-2-(tetramethyl-1,3,2-dioxaborolan-2-yl)-1,3,2-dioxaborolane using conditions similar to those described in Example 248, step 2 to give the pinacol ester, 3-methyl-1-propan-2-yl-5-(4,4... The reactants are CI, Cc1cc(C(=O)N2CC(CNc3ncc(C(F)(F)F)cn3)C(c3ccc(Cl)c(Cl)c3)C2)cnn1, [H-], [Na+], CN(C)C=O. Yields the product Cc1cc(C(=O)N2CC(CN(C)c3ncc(C(F)(F)F)cn3)C(c3ccc(Cl)c(Cl)c3)C2)cnn1. Reaction SMILES: [CH3:37][I:38].[Cl:1][c:2]1[cH:3][c:4]([CH:9]2[CH2:10][N:11]([C:26](=[O:27])[c:28]3[cH:29][n:30][n:31][c:32]([CH3:34])[cH:33]3)[CH2:12][CH:13]2[CH2:14][NH:15][c:16]2[n:17][cH:18][c:19]([C:22]([F:23])([F:24])[F:25])[cH:20][n:21]2)[cH:5][cH:6][c:7]1[Cl:8].[H-:36].[Na+:35].[O:39]=[CH:40][N:41]([CH3:42])[CH3:43]>>[Cl:1][c:2]1[cH:3][c:4]([CH:9]2[CH2:10][N:11]([C:26](=[O:27])[c:28]3[cH:29][n:30][n:31][c:32]([CH3:34])[cH:33]3)[CH2:12][CH:13]2[CH2:14][N:15]([c:16]2[n:17][cH:18][c:19]([C:22]([F:23])([F:24])[F:25])[cH:20][n:21]2)[CH3:37])[cH:5][cH:6][c:7]1[Cl:8].